From a dataset of the Open Reaction Database (ORD), a public repository of structured organic reaction records. describe an organic reaction: reactants, conditions, products, and yield Starting materials: C(N)(=O)C=1N=C2N(CCOC3=C2C=C(C(=C3)F)C#CC(C)(C)O)C1C(=O)O (2-Carbamoyl-9-fluoro-10-(3-hydroxy-3-methyl-but-1-ynyl)-5,6-dihydroimidazo[1,2-d][1,4]benzoxazepine-3-carboxylic acid), O1CC(CC1)CN ((tetrahydrofuran-3-yl)methanamine). Product: FC1=CC2=C(C=3N(CCO2)C(=C(N3)C(=O)N)C(=O)NCC3COCC3)C=C1C#CC(C)(C)O ((±) 9-fluoro-10-(3-hydroxy-3-methyl-but-1-ynyl)-N3-(tetrahydrofuran-3-ylmethyl)-5,6-dihydroimidazo[1,2-d][1,4]benzoxazepine-2,3-dicarboxamide). Reaction SMILES: [C:1]([C:4]1[N:5]=[C:6]2[C:12]3[CH:13]=[C:14]([C:18]#[C:19][C:20]([OH:23])([CH3:22])[CH3:21])[C:15]([F:17])=[CH:16][C:11]=3[O:10][CH2:9][CH2:8][N:7]2[C:24]=1[C:25]([OH:27])=O)(=[O:3])[NH2:2].[O:28]1[CH2:32][CH2:31][CH:30]([CH2:33][NH2:34])[CH2:29]1>>[F:17][C:15]1[C:14]([C:18]#[C:19][C:20]([OH:23])([CH3:22])[CH3:21])=[CH:13][C:12]2[C:6]3[N:7]([C:24]([C:25]([NH:34][CH2:33][CH:30]4[CH2:31][CH2:32][O:28][CH2:29]4)=[O:27])=[C:4]([C:1]([NH2:2])=[O:3])[N:5]=3)[CH2:8][CH2:9][O:10][C:11]=2[CH:16]=1. Procedure: 2-Carbamoyl-9-fluoro-10-(3-hydroxy-3-methyl-but-1-ynyl)-5,6-dihydroimidazo[1,2-d][1,4]benzoxazepine-3-carboxylic acid (0.05 g) was reacted with (tetrahydrofuran-3-yl)methanamine similar to as described in Example 2 to afford 6.2 mg of (±) 9-fluoro-10-(3-hydroxy-3-methyl-but-1-ynyl)-N3-(tetrahydrofuran-3-ylmethyl)-5,6-dihydroimidazo[1,2-d][1,4]benzoxazepine-2,3-dicarboxamide following reverse phase hplc purification. MS (Q1) 457 (M)+. 1H NMR (400 MHz, DMSO) δ 11.33 (t, J=5.4 Hz, 1H), 8.61 (d, J=8...